From a dataset of the Open Reaction Database (ORD), a public repository of structured organic reaction records. describe an organic reaction: reactants, conditions, products, and yield The reactants are CN(C)P(=O)(N(C)C)N(C)C, OCCCCCCCl, [H-], [Na+], O, Oc1ccc2ccccc2c1. Yields the product OCCCCCCOc1ccc2ccccc2c1. As a reaction SMILES: [CH3:3][N:4]([P:5]([N:6]([CH3:7])[CH3:8])([N:9]([CH3:10])[CH3:11])=[O:12])[CH3:13].[Cl:25][CH2:26][CH2:27][CH2:28][CH2:29][CH2:30][CH2:31][OH:32].[H-:1].[Na+:2].[OH2:33].[OH:14][c:15]1[cH:16][cH:17][c:18]2[cH:19][cH:20][cH:21][cH:22][c:23]2[cH:24]1>>[O:14]([c:15]1[cH:16][cH:17][c:18]2[cH:19][cH:20][cH:21][cH:22][c:23]2[cH:24]1)[CH2:26][CH2:27][CH2:28][CH2:29][CH2:30][CH2:31][OH:32]. Reactants: C(C(=O)O)(=O)O (oxalic acid), O1[C@@H](C1)COC1=C2C=CNC2=CC=C1 ((S)-(+)-4-(oxiranylmethoxy)-1H-indole), C1=C(C=CC2=CC=CC=C12)C1CCNCC1 (4-(2-naphthyl)piperidine), CO (methanol). The solvent is C(C)(=O)OCC (ethyl acetate), C(C)(=O)OCC (ethyl acetate). Product: C(C(=O)O)(=O)O.N1C=CC2=C(C=CC=C12)OC[C@H](CN1CCC(CC1)C1=CC2=CC=CC=C2C=C1)O ((2S)-(-)-1-(4-indolyloxy)-3-(4-(2-naphthyl)piperidin-1-yl)-2-propanol ethanedioate). Reaction SMILES: [O:1]1[CH2:3][C@H:2]1[CH2:4][O:5][C:6]1[CH:14]=[CH:13][CH:12]=[C:11]2[C:7]=1[CH:8]=[CH:9][NH:10]2.[CH:15]1[C:24]2[C:19](=[CH:20][CH:21]=[CH:22][CH:23]=2)[CH:18]=[CH:17][C:16]=1[CH:25]1[CH2:30][CH2:29][NH:28][CH2:27][CH2:26]1.[C:31]([OH:36])(=[O:35])[C:32]([OH:34])=[O:33].CO>C(OCC)(=O)C>[C:31]([OH:36])(=[O:35])[C:32]([OH:34])=[O:33].[NH:10]1[C:11]2[C:7](=[C:6]([O:5][CH2:4][C@@H:2]([OH:1])[CH2:3][N:28]3[CH2:29][CH2:30][CH:25]([C:16]4[CH:17]=[CH:18][C:19]5[C:24](=[CH:23][CH:22]=[CH:21][CH:20]=5)[CH:15]=4)[CH2:26][CH2:27]3)[CH:14]=[CH:13][CH:12]=2)[CH:8]=[CH:9]1 |f:5.6|. Procedure: The title compound was prepared in similar fashion from (S)-(+)-4-(oxiranylmethoxy)-1H-indole and 4-(2-naphthyl)piperidine. The resulting free base was dissolved in ethyl acetate, and precipitated with one equivalent of oxalic acid in ethyl acetate in 74% overall yield. mp. 171°-172°FDMS m/e=400 (M+ of free base). α[D]589 =-13.51 (c=1.04, methanol). The solvent is C(CCC)O (n-butanol). Reagents/catalysts: [Pd] (Pd/C). Starting materials: C(CCC)=O (n-Butyraldehyde), C(COCCOCCOCCO)O (tetraethylene glycol), C(COCCOCCOCCOCCCC)O (3,6,9,12-tetraoxahexadecanol). As a reaction SMILES: [CH:1](=[O:5])[CH2:2][CH2:3][CH3:4].[CH2:6]([OH:18])[CH2:7][O:8][CH2:9][CH2:10][O:11][CH2:12][CH2:13][O:14][CH2:15][CH2:16][OH:17].C(O)COCCOCCOCCOCCCC>[Pd].C(O)CCC>[CH:1](=[O:5])[CH2:2][CH2:3][CH3:4].[CH2:16]([OH:17])[CH2:15][O:14][CH2:13][CH2:12][O:11][CH2:10][CH2:9][O:8][CH2:7][CH2:6][OH:18] |f:5.6|. Reaction conditions: temperature 180 celsius, time 4 hour. Product: C(CCC)=O.C(COCCOCCOCCO)O (n-Butyraldehyde Tetraethylene Glycol). Procedure: n-Butyraldehyde (1.8 g, 2.25 ml; 0.025 mol), tetraethylene glycol (97.1 g, 86.3 ml; 0.5 mol), and 0.09 g of 10% Pd/C are charged to a 150 ml Parr reactor. The system is purged with nitrogen three times. Then 500 psi of hydrogen is charged, the reactor is heated to 180° C., and set 1000 psi of hydrogen. After 4 hrs at 180° C. and 1000 psi n-butyraldehyde reacts completely, and GC analysis shows formation of 3,6,9,12-tetraoxahexadecanol (91.2%), n-butanol (4.8%) and 5,8,11,14,17-pentaoxauneicosane... Starting materials: Cl (HCl), solution, CNC1=C(C#N)C=CC=N1 (2-(methylamino)-nicotinonitrile), CO (methanol), Cl (HCl). The solvent is O1CCCC1 (tetrahydrofuran), O1CCCC1 (tetrahydrofuran). Reaction conditions: time 1 hour. The product is NCC=1C(=NC=CC1)NC (3-(aminomethyl)-2-methylaminopyridine). Isolated yield 68.1%. Reaction SMILES: [CH3:1][NH:2][C:3]1[N:10]=[CH:9][CH:8]=[CH:7][C:4]=1[C:5]#[N:6].CO.Cl>O1CCCC1>[NH2:6][CH2:5][C:4]1[C:3]([NH:2][CH3:1])=[N:10][CH:9]=[CH:8][CH:7]=1. Procedure details: Borane/THF complex (1.44 mol) as a 1 M solution in tetrahydrofuran was added, dropwise, to a solution of 2-(methylamino)-nicotinonitrile (63.9 g, 480 mmol) in tetrahydrofuran (480 mL). This mixture was stirred at room temperature for 1 hour then heated to reflux for 3 hours. The reaction mixture was quenched by dropwise addition of methanol (136 mL, 3.36 mol) followed by 6M HCl (80 mol, 480 mmol) and 10% HCl (400 mL). The phases were separated and the organic phase washed with brine (2×480 mL). ... The reactants are C(C)(C)N1N=CN=C1C=1SC=2CCOC3=C(C2N1)C=CC(=C3)C3CN(C3)C(C#N)(C)C (2-{3-[2-(2-isopropyl-2H-[1,2,4]triazol-3-yl)-4,5-dihydro-6-oxa-3-thia-1-aza-benzo[e]azulen-8-yl]-azetidin-1-yl}-2-methyl-propionitrile), OC(=O)C(F)(F)F.C(C)(C)N1N=CN=C1C=1SC=2CCOC3=C(C2N1)C=CC(=C3)C3CCNCC3 (2-(2-isopropyl-2H-[1,2,4]triazol-3-yl)-8-piperidin-4-yl-4,5-dihydro-6-oxa-3-thia-1-aza-benzo[e]azulene TFA salt). Yields the product C(C)(C)N1N=CN=C1C=1SC=2CCOC3=C(C2N1)C=CC(=C3)C3CCN(CC3)C(C#N)(C)C (2-{4-[2-(2-Isopropyl-2H-[1,2,4]triazol-3-yl)-4,5-dihydro-6-oxa-3-thia-1-aza-benzo[e]azulen-8-yl]-piperidin-1-yl}-2-methyl-propionitrile). Reaction SMILES: C(N1C(C2SC3CCO[C:15]4C=C(C5CN(C(C)(C)C#N)C5)C=[CH:19][C:16]=4[C:17]=3[N:18]=2)=NC=N1)(C)C.OC(C(F)(F)F)=O.[CH:39]([N:42]1[C:46]([C:47]2[S:48][C:49]3[CH2:50][CH2:51][O:52][C:53]4[CH:60]=[C:59]([CH:61]5[CH2:66][CH2:65][NH:64][CH2:63][CH2:62]5)[CH:58]=[CH:57][C:54]=4[C:55]=3[N:56]=2)=[N:45][CH:44]=[N:43]1)([CH3:41])[CH3:40]>>[CH:39]([N:42]1[C:46]([C:47]2[S:48][C:49]3[CH2:50][CH2:51][O:52][C:53]4[CH:60]=[C:59]([CH:61]5[CH2:66][CH2:65][N:64]([C:16]([CH3:19])([CH3:15])[C:17]#[N:18])[CH2:63][CH2:62]5)[CH:58]=[CH:57][C:54]=4[C:55]=3[N:56]=2)=[N:45][CH:44]=[N:43]1)([CH3:41])[CH3:40] |f:1.2|. Procedure: The title compound was prepared by a similar procedure to 2-{3-[2-(2-isopropyl-2H-[1,2,4]triazol-3-yl)-4,5-dihydro-6-oxa-3-thia-1-aza-benzo[e]azulen-8-yl]-azetidin-1-yl}-2-methyl-propionitrile using 2-(2-isopropyl-2H-[1,2,4]triazol-3-yl)-8-piperidin-4-yl-4,5-dihydro-6-oxa-3-thia-1-aza-benzo[e]azulene TFA salt to give 2-{4-[2-(2-Isopropyl-2H-[1,2,4]triazol-3-yl)-4,5-dihydro-6-oxa-3-thia-1-aza-benzo[e]azulen-8-yl]-piperidin-1-yl}-2-methyl-propionitrile isolated as an orange oil (346 mg) as a rough...